describe an organic reaction: reactants, conditions, products, and yield From a dataset of the Open Reaction Database (ORD), a public repository of structured organic reaction records. Starting materials: C1(=CC=CC=C1)CCCC(=O)CC (ethyl 3-phenylpropyl ketone), C(=O)N (formamide). Solvent: C(=O)O (formic acid). The product is C(C)C(CCCC1=CC=CC=C1)N (1-ethyl-4-phenylbutylamine). RXN SMILES: [C:1]1([CH2:7][CH2:8][CH2:9][C:10]([CH2:12][CH3:13])=O)[CH:6]=[CH:5][CH:4]=[CH:3][CH:2]=1.C([NH2:16])=O>C(O)=O>[CH2:12]([CH:10]([NH2:16])[CH2:9][CH2:8][CH2:7][C:1]1[CH:6]=[CH:5][CH:4]=[CH:3][CH:2]=1)[CH3:13]. Reported procedure: Ethyl magnesium bromide was reacted with 4-phenylbutylnitrile to provide ethyl 3-phenylpropyl ketone. The ketone was reacted with formamide and formic acid to afford 1-ethyl-4-phenylbutylamine. Methylation of the amine by reaction with formaldehyde and formic acid provided N,N-dimethyl-1-ethyl-4-phenylbutylamine. Quaternization of 6.2 g. of the dimethylamine according to the procedure of Example 62 afforded 6.56 g. of N,N,N-Trimethyl-1-ethyl-4-phenylbutylammonium bromide. M.P. 183°-185° C. Reaction SMILES: [CH2:32]=[O:33].[Cl:1][c:2]1[cH:3][c:4]([CH:9]=[CH:10][C:11](=[O:12])[N:13]2[CH2:14][CH2:15][N:16]([CH2:21][CH2:22][NH:23][CH:24]3[CH:25]([O:30][CH3:31])[CH2:26][O:27][CH2:28][CH2:29]3)[C:17](=[O:20])[CH2:18][CH2:19]2)[cH:5][cH:6][c:7]1[Cl:8]>>[Cl:1][c:2]1[cH:3][c:4]([CH:9]=[CH:10][C:11](=[O:12])[N:13]2[CH2:14][CH2:15][N:16]([CH2:21][CH2:22][N:23]([CH:24]3[CH:25]([O:30][CH3:31])[CH2:26][O:27][CH2:28][CH2:29]3)[CH3:32])[C:17](=[O:20])[CH2:18][CH2:19]2)[cH:5][cH:6][c:7]1[Cl:8]. Yields the product COC1COCCC1N(C)CCN1CCN(C(=O)C=Cc2ccc(Cl)c(Cl)c2)CCC1=O. Starting materials: C=O, COC1COCCC1NCCN1CCN(C(=O)C=Cc2ccc(Cl)c(Cl)c2)CCC1=O. Reaction SMILES: [CH3:1][C:2]1[CH:3]=[C:4]([N:13]2[CH:17]=[C:16]([CH3:18])[N:15]=[C:14]2[CH3:19])[CH:5]=[C:6]2[C:11]=1[NH:10][C:9](=[O:12])[CH:8]=[CH:7]2.[Br:20]N1C(=O)CCC1=O>C(Cl)(Cl)Cl>[CH3:1][C:2]1[CH:3]=[C:4]([N:13]2[C:17]([Br:20])=[C:16]([CH3:18])[N:15]=[C:14]2[CH3:19])[CH:5]=[C:6]2[C:11]=1[NH:10][C:9](=[O:12])[CH:8]=[CH:7]2. Product: CC=1C=C(C=C2C=CC(NC12)=O)N1C(=NC(=C1Br)C)C (8-methyl-6-(5-bromo-2,4-dimethylimidazol-1-yl)-2-(1H)-quinolone). Reported procedure: To a stirred suspension of 8-methyl-6-(2,4-dimethylimidazol-1-yl)-2-(1H)-quinolone (0.5 g) in chloroform (10 cm3) was added N-bromosuccinimide (NBS) (0.374 g) at room temperature. After 5 minutes the reaction mixture was evaporated to dryness and the residue chromatographed on silica (Merck "MK 60.9385" [Trade Mark]) eluting with ethyl acetate:methanol, 10:1. Combination and evaporation of the appropriate fractions afforded a solid which on recrystallisation from ethyl acetate/methanol gave 8-me... Reactants: CC=1C=C(C=C2C=CC(NC12)=O)N1C(=NC(=C1)C)C (8-methyl-6-(2,4-dimethylimidazol-1-yl)-2-(1H)-quinolone), BrN1C(CCC1=O)=O (N-bromosuccinimide). Solvent: C(Cl)(Cl)Cl (chloroform). Starting materials: COC(NC(CCC(F)(F)F)C(=O)N1C(CCC1)C=1NC(=CN1)C1=CC=C(C=C1)C1=CC=C(C=C1)C=1NC(=NC1)C1NCCC1)=O ([4,4,4-Trifluoro-1-(2-{5-[4′-(2-pyrrolidin-2-yl-3H-imidazol-4-yl)-biphenyl-4-yl]-1H-imidazol-2-yl}-pyrrolidine-1-carbonyl)-butyl]-carbamic acid methyl ester), C(C)(C)(C)OC(=O)N1C(CCC1)C=1NC(=CN1)C1=CC=C(C=C1)C1=CC=C(C=C1)C=1NC(=NC1)C1N(CCC1)C(C(CCOCC(F)(F)F)NC(=O)OC)=O (2-{5-[4′-(2-{1-[2-Methoxycarbonylamino-4-(2,2,2-trifluoro-ethoxy)-butyryl]-pyrrolidin-2-yl}-3H-imidazol-4-yl)-biphenyl-4-yl]-1H-imidazol-2-yl}-pyrrolidine-1-carboxylic acid tert-butyl ester). The product is COC(NC(CCOCC(F)(F)F)C(=O)N1C(CCC1)C=1NC(=CN1)C1=CC=C(C=C1)C1=CC=C(C=C1)C=1NC(=NC1)C1NCCC1)=O ([1-(2-{5-[4′-(2-Pyrrolidin-2-yl-3H-imidazol-4-yl)-biphenyl-4-yl]-1H-imidazol-2-yl}-pyrrolidine-1-carbonyl)-3-(2,2,2-trifluoroethoxy)-propyl]-carbamic acid methyl ester). Reaction SMILES: COC(=O)NC(C(N1CCCC1C1NC(C2C=CC(C3C=CC(C4NC(C5CCCN5)=NC=4)=CC=3)=CC=2)=CN=1)=O)CCC(F)(F)F.C(OC([N:54]1[CH2:58][CH2:57][CH2:56][CH:55]1[C:59]1[NH:60][C:61]([C:64]2[CH:69]=[CH:68][C:67]([C:70]3[CH:75]=[CH:74][C:73]([C:76]4[NH:77][C:78]([CH:81]5[CH2:85][CH2:84][CH2:83][N:82]5[C:86](=[O:101])[CH:87]([NH:96][C:97]([O:99][CH3:100])=[O:98])[CH2:88][CH2:89][O:90][CH2:91][C:92]([F:95])([F:94])[F:93])=[N:79][CH:80]=4)=[CH:72][CH:71]=3)=[CH:66][CH:65]=2)=[CH:62][N:63]=1)=O)(C)(C)C>>[CH3:100][O:99][C:97](=[O:98])[NH:96][CH:87]([C:86]([N:82]1[CH2:83][CH2:84][CH2:85][CH:81]1[C:78]1[NH:77][C:76]([C:73]2[CH:74]=[CH:75][C:70]([C:67]3[CH:68]=[CH:69][C:64]([C:61]4[NH:60][C:59]([CH:55]5[CH2:56][CH2:57][CH2:58][NH:54]5)=[N:63][CH:62]=4)=[CH:65][CH:66]=3)=[CH:71][CH:72]=2)=[CH:80][N:79]=1)=[O:101])[CH2:88][CH2:89][O:90][CH2:91][C:92]([F:95])([F:93])[F:94]. Procedure details: This compound was made by the same procedure as [4,4,4-Trifluoro-1-(2-{5-[4′-(2-pyrrolidin-2-yl-3H-imidazol-4-yl)-biphenyl-4-yl]-1H-imidazol-2-yl}-pyrrolidine-1-carbonyl)-butyl]-carbamic acid methyl ester, using 2-{5-[4′-(2-{1-[2-Methoxycarbonylamino-4-(2,2,2-trifluoro-ethoxy)-butyryl]-pyrrolidin-2-yl}-3H-imidazol-4-yl)-biphenyl-4-yl]-1H-imidazol-2-yl}-pyrrolidine-1-carboxylic acid tert-butyl ester as the starting material. LCMS-ESI+: calculated for C34H38F3N7O4: 665.29; observed [M+1]+: 666.20. The reactants are O1C(C1C(=O)C1C(O1)C1=CC(=CC=C1)C(F)(F)F)C1=CC(=CC=C1)C(F)(F)F (beta-epoxy-beta-(3-trifluoromethylphenyl)ethyl ketone), O1C(C1C1=CC(=CC=C1)C(F)(F)F)C(=O)C1=CC=CC=C1 (phenyl alpha,beta-epoxy-beta-(3-trifluoromethylphenyl)ethyl ketone). The product is C1(=CC=CC=C1)CC(CC1=CC(=CC=C1)C(F)(F)F)=O (1-phenyl-3-(3-trifluoromethylphenyl)-2-propanone). RXN SMILES: O1[CH:3]([C:4]([CH:6]2[O:8][CH:7]2[C:9]2[CH:14]=[CH:13][CH:12]=[C:11](C(F)(F)F)[CH:10]=2)=O)[CH:2]1[C:19]1C=C[CH:22]=[C:21]([C:25]([F:28])([F:27])[F:26])[CH:20]=1.O1C(C2C=CC=C(C(F)(F)F)C=2)C1C(C1C=CC=CC=1)=O>>[C:9]1([CH2:7][C:6](=[O:8])[CH2:4][C:3]2[CH:2]=[CH:19][CH:20]=[C:21]([C:25]([F:26])([F:27])[F:28])[CH:22]=2)[CH:10]=[CH:11][CH:12]=[CH:13][CH:14]=1. Procedure: Examples 1 and 2 illustrate the production of phenyl alpha, beta-epoxy-beta-(3-trifluoromethylphenyl)ethyl ketone. Examples 3, 4 and 5 illustrate the use of phenyl alpha,beta-epoxy-beta-(3-trifluoromethylphenyl)ethyl ketone to produce 1-phenyl-3-(3-trifluoromethylphenyl)-2-propanone. The reactants are C(C)(=O)N[C@@H]1C[C@@H](CC[C@@H]1N1C([C@H](CC1)NC1=NC=NC2=CC=C(C=C12)C(F)(F)F)=O)NC(OC(C)(C)C)=O (tert-butyl (1R,3R,4S)-3-acetamido-4-((S)-2-oxo-3-(6-(trifluoromethyl)quinazolin-4-ylamino)pyrrolidin-1-yl)cyclohexylcarbamate), FC(C(=O)O)(F)F (trifluoroacetic acid). Run in ClCCl (dichloromethane). Run at time 1 hour. Yields the product N[C@@H]1CC[C@@H]([C@@H](C1)NC(C)=O)N1C([C@H](CC1)NC1=NC=NC2=CC=C(C=C12)C(F)(F)F)=O (N-((1R,2S,5R)-5-amino-2-((3S)-2-oxo-3-((6-(trifluoromethyl)-4-quinazolinyl)amino)-1-pyrrolidinyl)cyclohexyl)acetamide), C(=O)(C(F)(F)F)O (TFA). Yield: 86.0%. RXN SMILES: [C:1]([NH:4][C@H:5]1[C@@H:10]([N:11]2[CH2:15][CH2:14][C@H:13]([NH:16][C:17]3[C:26]4[C:21](=[CH:22][CH:23]=[C:24]([C:27]([F:30])([F:29])[F:28])[CH:25]=4)[N:20]=[CH:19][N:18]=3)[C:12]2=[O:31])[CH2:9][CH2:8][C@@H:7]([NH:32]C(=O)OC(C)(C)C)[CH2:6]1)(=[O:3])[CH3:2].[F:40][C:41]([F:46])([F:45])[C:42]([OH:44])=[O:43]>ClCCl>[NH2:32][C@H:7]1[CH2:6][C@@H:5]([NH:4][C:1](=[O:3])[CH3:2])[C@@H:10]([N:11]2[CH2:15][CH2:14][C@H:13]([NH:16][C:17]3[C:26]4[C:21](=[CH:22][CH:23]=[C:24]([C:27]([F:29])([F:30])[F:28])[CH:25]=4)[N:20]=[CH:19][N:18]=3)[C:12]2=[O:31])[CH2:9][CH2:8]1.[C:42]([OH:44])([C:41]([F:46])([F:45])[F:40])=[O:43]. Procedure: A stirring solution of tert-butyl (1R,3R,4S)-3-acetamido-4-((S)-2-oxo-3-(6-(trifluoromethyl)quinazolin-4-ylamino)pyrrolidin-1-yl)cyclohexylcarbamate (1.65 g, 3 mmol) in dichloromethane (8 mL) was charged with trifluoroacetic acid (4 mL). The reaction was stirred for 1 h at room temperature and concentrated in vacuo. The residue was dissolved in a mixture of 1 mL of methanol and 5 mL of dichloromethane. The resulting solution was added dropwise to 80 mL of t-butylmethylether with stirring. The so... Starting materials: [Sn](Cl)(Cl)(Cl)Cl (tin (IV) chloride), C(C1=CC=CC=C1)C=1SC(=C(C1)C)C (2-benzyl-4,5-dimethylthiophene), C(C)(C)C=1C=C(C(=O)O)C=CC1OC (3-isopropyl-4-methoxybenzoic acid), C(C(=O)Cl)(=O)Cl (oxalyl chloride). Reagents/catalysts: N,N-DMF. The solvent is C(Cl)Cl (CH2Cl2), C(Cl)Cl (CH2Cl2). Conditions: temperature -78 celsius, time 2 hour. Yields the product C(C1=CC=CC=C1)C=1SC(=C(C1C(=O)C1=CC(=C(C=C1)OC)C(C)C)C)C ((2-Benzyl-4,5-dimethylthiophen-3-yl)-(4-methoxy-3-isopropyl-phenyl)-methanone). Yield: 83.0%. As a reaction SMILES: [CH:1]([C:4]1[CH:5]=[C:6]([CH:10]=[CH:11][C:12]=1[O:13][CH3:14])[C:7]([OH:9])=O)([CH3:3])[CH3:2].C(Cl)(=O)C(Cl)=O.[Sn](Cl)(Cl)(Cl)Cl.[CH2:26]([C:33]1[S:34][C:35]([CH3:39])=[C:36]([CH3:38])[CH:37]=1)[C:27]1[CH:32]=[CH:31][CH:30]=[CH:29][CH:28]=1>C(Cl)Cl>[CH2:26]([C:33]1[S:34][C:35]([CH3:39])=[C:36]([CH3:38])[C:37]=1[C:7]([C:6]1[CH:10]=[CH:11][C:12]([O:13][CH3:14])=[C:4]([CH:1]([CH3:2])[CH3:3])[CH:5]=1)=[O:9])[C:27]1[CH:28]=[CH:29][CH:30]=[CH:31][CH:32]=1. Procedure: At ambient temperature, to a stirred solution containing 3-isopropyl-4-methoxybenzoic acid (27.00 g, 0.139 mol, RN-33537-78-9) and oxalyl chloride (13.3 mL, 0.153 mol) in CH2Cl2 (460 mL) was added N,N-DMF (5 drops). After 2 h, the reaction was cooled to -78° C. To the reaction was added tin (IV) chloride (17.89 mL, 0.153 mol) followed by a solution of 2-benzyl-4,5-dimethylthiophene (28.12 g, 0.139 mol) in CH2Cl2 (120 mL) that had been previously cooled to -78° C. After the addition was complete,... Reactants: [OH-].[Na+] (sodium hydroxide), O (water), COC(=O)C1=CC=CC=2OC=COC21 (5-Methoxycarbonyl-1,4-benzodioxin), [H-].[Al+3].[Li+].[H-].[H-].[H-] (lithium aluminium hydride), O (water). The solvent is CCOCC (ether). Conditions: time 30 minute. The product is OCC1=CC=CC=2OC=COC21 (5-Hydroxymethyl-1,4-benzodioxin). Reaction SMILES: C[O:2][C:3]([C:5]1[C:14]2[O:13][CH:12]=[CH:11][O:10][C:9]=2[CH:8]=[CH:7][CH:6]=1)=O.[H-].[Al+3].[Li+].[H-].[H-].[H-].O.[OH-].[Na+]>CCOCC>[OH:2][CH2:3][C:5]1[C:14]2[O:13][CH:12]=[CH:11][O:10][C:9]=2[CH:8]=[CH:7][CH:6]=1 |f:1.2.3.4.5.6,8.9|. Reported procedure: 1.62 g (8.44 mmol) of the unsaturated ester obtained in Step C are added to a suspension of 0.64 g (16.84 mmol) of lithium aluminium hydride in 40 ml of anhydrous ether. The mixture is then heated at reflux for 30 minutes under an inert atmosphere and subsequently allowed to cool. The solution is hydrolysed with, in succession, 0.64 ml of water, 0.64 ml of a 15% sodium hydroxide solution and finally 1.92 ml of water. After 30 minutes' stirring, the salts are filtered off and then the filtrate is...